From a dataset of the Open Reaction Database (ORD), a public repository of structured organic reaction records. describe an organic reaction: reactants, conditions, products, and yield The reactants are C(=O)(O)[O-].[Na+] (NaHCO3), CNC (dimethylamine), C(C)(C)(C)C=1C=C(N(N1)C1=CC(=CC=C1)OCCO)NC(=O)N[C@H]1CC[C@H](C2=CC=CC=C12)OC=1C=CC=2N(C1)C(=NN2)N2[C@@H](CCCC2)C (1-{5-tert-Butyl-2-[3-(2-hydroxy-ethoxy)-phenyl]-2H-pyrazol-3-yl}-3-{(1S,4R)-4-[3-((R)-2-methyl-piperidin-1-yl)-[1,2,4]triazolo[4,3-a]pyridin-6-yloxy]-1,2,3,4-tetrahydro-naphthalen-1-yl}-urea), CCN(C(C)C)C(C)C (DIPEA), CS(=O)(=O)Cl (methanesulfonyl chloride). Run in O (Water), C1CCOC1 (THF), C(Cl)Cl (DCM). Reaction conditions: time 20 minute. Yields the product C(C)(C)(C)C=1C=C(N(N1)C1=CC(=CC=C1)OCCN(C)C)NC(=O)N[C@H]1CC[C@H](C2=CC=CC=C12)OC=1C=CC=2N(C1)C(=NN2)N2[C@@H](CCCC2)C (1-{5-tert-Butyl-2-[3-(2-dimethylamino-ethoxy)-phenyl]-2H-pyrazol-3-yl}-3-{(1S,4R)-4-[3-((R)-2-methyl-piperidin-1-yl)-[1,2,4]triazolo[4,3-a]pyridin-6-yloxy]-1,2,3,4-tetrahydro-naphthalen-1-yl}-urea). The yield is 87.3%. As a reaction SMILES: [C:1]([C:5]1[CH:6]=[C:7]([NH:20][C:21]([NH:23][C@@H:24]2[C:33]3[C:28](=[CH:29][CH:30]=[CH:31][CH:32]=3)[C@H:27]([O:34][C:35]3[CH:36]=[CH:37][C:38]4[N:39]([C:41]([N:44]5[CH2:49][CH2:48][CH2:47][CH2:46][C@H:45]5[CH3:50])=[N:42][N:43]=4)[CH:40]=3)[CH2:26][CH2:25]2)=[O:22])[N:8]([C:10]2[CH:15]=[CH:14][CH:13]=[C:12]([O:16][CH2:17][CH2:18]O)[CH:11]=2)[N:9]=1)([CH3:4])([CH3:3])[CH3:2].C[CH2:52][N:53](C(C)C)[CH:54](C)C.CS(Cl)(=O)=O.C([O-])(O)=O.[Na+].CNC>C(Cl)Cl.C1COCC1.O>[C:1]([C:5]1[CH:6]=[C:7]([NH:20][C:21]([NH:23][C@@H:24]2[C:33]3[C:28](=[CH:29][CH:30]=[CH:31][CH:32]=3)[C@H:27]([O:34][C:35]3[CH:36]=[CH:37][C:38]4[N:39]([C:41]([N:44]5[CH2:49][CH2:48][CH2:47][CH2:46][C@H:45]5[CH3:50])=[N:42][N:43]=4)[CH:40]=3)[CH2:26][CH2:25]2)=[O:22])[N:8]([C:10]2[CH:15]=[CH:14][CH:13]=[C:12]([O:16][CH2:17][CH2:18][N:53]([CH3:54])[CH3:52])[CH:11]=2)[N:9]=1)([CH3:4])([CH3:2])[CH3:3] |f:3.4|. Procedure details: To a solution of Intermediate 123a (108 mg, 0.159 mmol) and DIPEA (0.083 mL, 0.48 mmol) in DCM (4 mL) was added methanesulfonyl chloride (36.5 mg, 0.318 mmol) and the resulting yellow solution stirred at RT for 20 min. Water (2 mL) and sat. aq. NaHCO3 solution (2 mL) were added, then the aqueous extracted with DCM (4 mL). The combined organics were passed through a hydrophobic fit and concentrated in vacuo to leave a yellow solid. The solid was dissolved in THF (2 mL), then dimethylamine (2 M in... The reactants are CCO, CC(C)=O, NCCCCO, O=[Pt]=O. The product is CC(C)NCCCCO. Reaction SMILES: [CH3:11][CH2:12][OH:13].[CH3:7][C:8]([CH3:9])=[O:10].[NH2:1][CH2:2][CH2:3][CH2:4][CH2:5][OH:6].[Pt:14](=[O:15])=[O:16]>>[NH:1]([CH2:2][CH2:3][CH2:4][CH2:5][OH:6])[CH:8]([CH3:7])[CH3:9]. Yield: 26.0%. Reactants: NC=1C(=C(C=CC1Cl)O)F (3-amino-4-chloro-2-fluoro-phenol), C(=O)(O)[O-].[Na+] (NaHCO3), FC1=C(C(=O)O)C=C(C=C1)C1=CC(=CC=C1)F (2-fluoro-5-(3-fluorophenyl)benzoic acid), C(=O)(C(=O)Cl)Cl ((COCl)2). Procedure details: To a mixture of 2-fluoro-5-(3-fluorophenyl)benzoic acid (intermediate III(a)) (478 mg, 2.04 mmol, 1.0 eq) and (COCl)2 (777 mg, 6.13 mmol, 3.0 eq) in DCM (20 mL) was added DMF (0.3 mL). The reaction mixture was stirred at 0° C. for 1 h, then the solvent removed in vacuo. The residue obtained was dissolved in THF (20 mL) and added dropwise to a solution of 3-amino-4-chloro-2-fluoro-phenol (intermediate X(d)) (330 mg, 2.04 mmol, 1.0 eq) and NaHCO3 (515 mg, 6.13 mmol, 3.0 eq) in THF (20 mL). After t... Run at temperature 0 celsius, time 1 hour. RXN SMILES: [F:1][C:2]1[CH:10]=[CH:9][C:8]([C:11]2[CH:16]=[CH:15][CH:14]=[C:13]([F:17])[CH:12]=2)=[CH:7][C:3]=1[C:4]([OH:6])=O.C(Cl)(C(Cl)=O)=O.[NH2:24][C:25]1[C:26]([F:33])=[C:27]([OH:32])[CH:28]=[CH:29][C:30]=1[Cl:31].C([O-])(O)=O.[Na+]>C(Cl)Cl.C1COCC1.CN(C=O)C>[Cl:31][C:30]1[C:25]([NH:24][C:4](=[O:6])[C:3]2[CH:7]=[C:8]([C:11]3[CH:16]=[CH:15][CH:14]=[C:13]([F:17])[CH:12]=3)[CH:9]=[CH:10][C:2]=2[F:1])=[C:26]([F:33])[C:27]([OH:32])=[CH:28][CH:29]=1 |f:3.4|. Solvent: C1CCOC1 (THF), CN(C)C=O (DMF), C(Cl)Cl (DCM), C1CCOC1 (THF). Yields the product ClC1=CC=C(C(=C1NC(C1=C(C=CC(=C1)C1=CC(=CC=C1)F)F)=O)F)O (N-(6-chloro-2-fluoro-3-hydroxy-phenyl)-2-fluoro-5-(3-fluorophenyl)benzamide). Starting materials: C1CCOC1, CO, CCOC(C)=O, COC(=O)C1CCOc2cc(Oc3ccc(C(=O)NOCc4ccc(Cl)cc4)cc3)c(C#N)cc21, Cl, [Na+], [OH-], O. Yields the product N#Cc1cc2c(cc1Oc1ccc(C(=O)NOCc3ccc(Cl)cc3)cc1)OCCC2C(=O)O. As a reaction SMILES: [CH2:41]1[O:42][CH2:43][CH2:44][CH2:45]1.[CH3:39][OH:40].[CH3:47][CH2:48][O:49][C:50](=[O:51])[CH3:52].[Cl:1][c:2]1[cH:3][cH:4][c:5]([CH2:6][O:7][NH:8][C:9](=[O:10])[c:11]2[cH:12][cH:13][c:14]([O:15][c:16]3[c:17]([C:30]#[N:31])[cH:18][c:19]4[c:24]([cH:25]3)[O:23][CH2:22][CH2:21][CH:20]4[C:26](=[O:27])[O:28][CH3:29])[cH:32][cH:33]2)[cH:34][cH:35]1.[ClH:46].[Na+:37].[OH-:36].[OH2:38]>>[Cl:1][c:2]1[cH:3][cH:4][c:5]([CH2:6][O:7][NH:8][C:9](=[O:10])[c:11]2[cH:12][cH:13][c:14]([O:15][c:16]3[c:17]([C:30]#[N:31])[cH:18][c:19]4[c:24]([cH:25]3)[O:23][CH2:22][CH2:21][CH:20]4[C:26](=[O:27])[OH:28])[cH:32][cH:33]2)[cH:34][cH:35]1. The reactants are C(CCC)O (n-butanol), [H-].[Na+] (sodium hydride), BrC=1C=CC(=C(C(=O)C2=C(C(=C(C=C2C)OC)OC)OC)C1C)C (5-Bromo-2,6,6′-trimethyl-2′,3′,4′-trimethoxy-benzophenone). Solvent: C(OC)COC (dimethoxyethane). Run at temperature 90 celsius. Product: BrC=1C(=C(C(=O)C2=C(C(=C(C=C2)OC)OC)OCCCC)C(=CC1)C)C (3-Bromo-2,6-dimethyl-2′-n-butoxy-3′,4′-dimethoxybenzophenone). As a reaction SMILES: [CH2:1](O)[CH2:2][CH2:3]C.[H-].[Na+].[Br:8][C:9]1[CH:10]=[CH:11][C:12]([CH3:31])=[C:13]([C:29]=1[CH3:30])[C:14]([C:16]1[C:21](C)=[CH:20][C:19]([O:23][CH3:24])=[C:18]([O:25][CH3:26])[C:17]=1[O:27][CH3:28])=[O:15]>C(COC)OC>[Br:8][C:9]1[C:29]([CH3:30])=[C:13]([C:12]([CH3:31])=[CH:11][CH:10]=1)[C:14]([C:16]1[CH:21]=[CH:20][C:19]([O:23][CH3:24])=[C:18]([O:25][CH3:26])[C:17]=1[O:27][CH2:28][CH2:1][CH2:2][CH3:3])=[O:15] |f:1.2|. Procedure details: A mixture of n-butanol (5 ml) and sodium hydride (60% in oil, 20 mmol) is stirred until the formation of H2 gas ceases. A mixture of 1C (2.0 g, 5.0 mmol) and dimethoxyethane (15 ml) is added to the resulting reaction mixture. Subsequently, the reaction mixture is heated to 90° C. with stirring for 14 hours and dimethoxyethane is distilled off. A mixture of water and ethyl acetate (1:1 v/v; 100 ml) is then slowly added at room temperature. The organic phase is separated, concentrated and the resi... The reactants are NCC=1C(=C(C(=CC1)Cl)OC=1C=C(C#N)C=C(C1)Br)F (3-{[3-(aminomethyl)-6-chloro-2-fluorophenyl]oxy}-5-bromobenzonitrile), C(CCC)[Sn](CC=C)(CCCC)CCCC (tributyl(2-propen-1-yl)stannane), C(C)(=O)OCC (ethyl acetate), O (water). Reagents/catalysts: C=1C=CC(=CC1)[P](C=2C=CC=CC2)(C=3C=CC=CC3)[Pd]([P](C=4C=CC=CC4)(C=5C=CC=CC5)C=6C=CC=CC6)([P](C=7C=CC=CC7)(C=8C=CC=CC8)C=9C=CC=CC9)[P](C=1C=CC=CC1)(C=1C=CC=CC1)C=1C=CC=CC1 (Pd(PPh3)4). The solvent is CN(C=O)C (N,N-Dimethylformamide). Reaction conditions: temperature 120 celsius. The product is NCC=1C(=C(C(=CC1)Cl)OC=1C=C(C#N)C=C(C1)CC=C)F (3-{[3-(aminomethyl)-6-chloro-2-fluorophenyl]oxy}-5-(2-propen-1-yl)benzonitrile). Isolated yield 68.8%. RXN SMILES: [NH2:1][CH2:2][C:3]1[C:4]([F:20])=[C:5]([O:10][C:11]2[CH:12]=[C:13]([CH:16]=[C:17](Br)[CH:18]=2)[C:14]#[N:15])[C:6]([Cl:9])=[CH:7][CH:8]=1.[CH2:21]([Sn](CCCC)(CCCC)CC=C)[CH2:22][CH2:23]C.C(OCC)(=O)C.O>CN(C)C=O.C1C=CC([P]([Pd]([P](C2C=CC=CC=2)(C2C=CC=CC=2)C2C=CC=CC=2)([P](C2C=CC=CC=2)(C2C=CC=CC=2)C2C=CC=CC=2)[P](C2C=CC=CC=2)(C2C=CC=CC=2)C2C=CC=CC=2)(C2C=CC=CC=2)C2C=CC=CC=2)=CC=1>[NH2:1][CH2:2][C:3]1[C:4]([F:20])=[C:5]([O:10][C:11]2[CH:12]=[C:13]([CH:16]=[C:17]([CH2:23][CH:22]=[CH2:21])[CH:18]=2)[C:14]#[N:15])[C:6]([Cl:9])=[CH:7][CH:8]=1 |^1:52,54,73,92|. Procedure details: A mixture of 3-{[3-(aminomethyl)-6-chloro-2-fluorophenyl]oxy}-5-bromobenzonitrile (0.62 g, 1.744 mmol), tributyl(2-propen-1-yl)stannane (0.924 g, 2.79 mmol) and Pd(PPh3)4 (0.201 g, 0.174 mmol) in N,N-Dimethylformamide (DMF) (14 ml) was heated in a microwave reactor at 120° C. for 30 min. The vessel was cooled to RT and ethyl acetate (200 mL) and water (200 mL) were added. The organic layer was separated, washed with brine (200 mL), dried over MgSO4, filtered and concentrated. The crude material ... Starting materials: O=C(O)C(F)(F)F, CC(C)(C)OC(=O)c1ccc(NC(=O)c2csc3ccccc23)cc1Nc1ccc(F)cc1. Product: O=C(O)c1ccc(NC(=O)c2csc3ccccc23)cc1Nc1ccc(F)cc1. Reaction SMILES: [OH:1][C:2]([C:3]([F:4])([F:5])[F:6])=[O:7].[s:8]1[cH:9][c:10]([C:17](=[O:18])[NH:19][c:20]2[cH:21][c:22]([NH:33][c:34]3[cH:35][cH:36][c:37]([F:40])[cH:38][cH:39]3)[c:23]([C:24](=[O:25])[O:26][C:27]([CH3:28])([CH3:29])[CH3:30])[cH:31][cH:32]2)[c:11]2[c:12]1[cH:13][cH:14][cH:15][cH:16]2>>[s:8]1[cH:9][c:10]([C:17](=[O:18])[NH:19][c:20]2[cH:21][c:22]([NH:33][c:34]3[cH:35][cH:36][c:37]([F:40])[cH:38][cH:39]3)[c:23]([C:24](=[O:25])[OH:26])[cH:31][cH:32]2)[c:11]2[c:12]1[cH:13][cH:14][cH:15][cH:16]2. The reactants are C(#N)C1=C(C=CC=C1)N1CCC(CC1)N1C[C@@H](CC1)NC(=O)N1C(O[C@H]([C@@H]1C1=CC(=C(C=C1)F)F)COC1OCCCC1)=O ((4S,5R)-4-(3,4-difluorophenyl)-2-oxo-5-(tetrahydropyran-2-yloxymethyl)oxazolidine-3-carboxylic acid {1-[1-(2-cyanophenyl)piperidin-4-yl]-(3R)-pyrrolidin-3-yl}amide), C1(=CC=C(C=C1)S(=O)(=O)O)C (p-toluenesulfonic acid). Solvent: CO (methanol). Reaction conditions: time 17 hour. The product is C(#N)C1=C(C=CC=C1)N1CCC(CC1)N1C[C@@H](CC1)NC(=O)N1C(O[C@H]([C@@H]1C1=CC(=C(C=C1)F)F)CO)=O ((4S,5R)-4-(3,4-difluorophenyl)-5-hydroxymethyl-2-oxo-oxazolidine-3-carboxylic acid {1-[1-(2-cyanophenyl)piperidin-4-yl]-(3R)-pyrrolidin-3-yl}amide). RXN SMILES: [C:1]([C:3]1[CH:8]=[CH:7][CH:6]=[CH:5][C:4]=1[N:9]1[CH2:14][CH2:13][CH:12]([N:15]2[CH2:19][CH2:18][C@@H:17]([NH:20][C:21]([N:23]3[C@@H:27]([C:28]4[CH:33]=[CH:32][C:31]([F:34])=[C:30]([F:35])[CH:29]=4)[C@H:26]([CH2:36][O:37]C4CCCCO4)[O:25][C:24]3=[O:44])=[O:22])[CH2:16]2)[CH2:11][CH2:10]1)#[N:2].C1(C)C=CC(S(O)(=O)=O)=CC=1>CO>[C:1]([C:3]1[CH:8]=[CH:7][CH:6]=[CH:5][C:4]=1[N:9]1[CH2:14][CH2:13][CH:12]([N:15]2[CH2:19][CH2:18][C@@H:17]([NH:20][C:21]([N:23]3[C@@H:27]([C:28]4[CH:33]=[CH:32][C:31]([F:34])=[C:30]([F:35])[CH:29]=4)[C@H:26]([CH2:36][OH:37])[O:25][C:24]3=[O:44])=[O:22])[CH2:16]2)[CH2:11][CH2:10]1)#[N:2]. Procedure details: To a solution of (4S,5R)-4-(3,4-difluorophenyl)-2-oxo-5-(tetrahydropyran-2-yloxymethyl)oxazolidine-3-carboxylic acid {1-[1-(2-cyanophenyl)piperidin-4-yl]-(3R)-pyrrolidin-3-yl}amide (156 mg, 0.26 mmol) in methanol (5 mL) was added p-toluenesulfonic acid (50 mg, 0.26 mmol). The reaction mixture was stirred at room temperature for 17 h. The volatiles were removed under reduced pressure, the residue taken up in ethyl acetate (100 mL), washed with saturated sodium carbonate solution (3×100 mL), brine... Starting materials: [BH4-], CO, CC1(C)N=C(c2cnc3ccccc3c2)c2cccc(F)c2C1=O, [Na+], O. Yields the product CC1(C)N=C(c2cnc3ccccc3c2)c2cccc(F)c2C1O. Reaction SMILES: [BH4-:1].[CH3:3][OH:4].[F:5][c:6]1[c:7]2[c:12]([cH:13][cH:14][cH:15]1)[C:11]([c:16]1[cH:17][n:18][c:19]3[cH:20][cH:21][cH:22][cH:23][c:24]3[cH:25]1)=[N:10][C:9]([CH3:26])([CH3:27])[C:8]2=[O:28].[Na+:2].[OH2:29]>>[F:5][c:6]1[c:7]2[c:12]([cH:13][cH:14][cH:15]1)[C:11]([c:16]1[cH:17][n:18][c:19]3[cH:20][cH:21][cH:22][cH:23][c:24]3[cH:25]1)=[N:10][C:9]([CH3:26])([CH3:27])[CH:8]2[OH:28]. The reactants are O=C(O)C=C1CCCc2sccc21, O=C([O-])O, CCCCN, CCN=C=NCCCN(C)C, CCOC(C)=O, CN(C)C=O, Cl, [Na+], On1nnc2ccccc21. The product is CCCCNC(=O)C=C1CCCc2sccc21. As a reaction SMILES: [C:1](=[O:2])([OH:3])[CH:4]=[C:5]1[CH2:6][CH2:7][CH2:8][c:9]2[s:10][cH:11][cH:12][c:13]21.[C:41](=[O:42])([O-:43])[OH:44].[CH2:14]([CH2:15][CH2:16][CH3:17])[NH2:18].[CH3:30][N:31]([CH3:32])[CH2:33][CH2:34][CH2:35][N:36]=[C:37]=[N:38][CH2:39][CH3:40].[CH3:46][CH2:47][O:48][C:49]([CH3:50])=[O:51].[CH3:52][N:53]([CH3:54])[CH:55]=[O:56].[ClH:29].[Na+:45].[OH:19][n:20]1[c:21]2[cH:22][cH:23][cH:24][cH:25][c:26]2[n:27][n:28]1>>[C:1](=[O:3])([CH:4]=[C:5]1[CH2:6][CH2:7][CH2:8][c:9]2[s:10][cH:11][cH:12][c:13]21)[NH:18][CH2:14][CH2:15][CH2:16][CH3:17].